This data is from the Open Reaction Database (ORD), a public repository of structured organic reaction records. The task is: describe an organic reaction: reactants, conditions, products, and yield Starting materials: N1C(=CC=C1)C(=O)N1CCN(CC1)C1=C(C=C(C(=O)NC(=N)N)C=C1)C(F)(F)F (4-[4-(2-pyrrolylcarbonyl)-1-piperazinyl]-3-trifluoromethylbenzoylguanidine), Cl (HCl). Solvent: CO (methanol). Conditions: temperature 10 celsius. Product: Cl.N1C(=CC=C1)C(=O)N1CCN(CC1)C1=C(C=C(C(=O)NC(=N)N)C=C1)C(F)(F)F (4-[4-(2-pyrrolylcarbonyl)-1-piperazinyl]-3-trifluoromethylbenzoylguanidine hydrochloride). Reaction SMILES: [NH:1]1[CH:5]=[CH:4][CH:3]=[C:2]1[C:6]([N:8]1[CH2:13][CH2:12][N:11]([C:14]2[CH:25]=[CH:24][C:17]([C:18]([NH:20][C:21]([NH2:23])=[NH:22])=[O:19])=[CH:16][C:15]=2[C:26]([F:29])([F:28])[F:27])[CH2:10][CH2:9]1)=[O:7].[ClH:30]>CO>[ClH:30].[NH:1]1[CH:5]=[CH:4][CH:3]=[C:2]1[C:6]([N:8]1[CH2:9][CH2:10][N:11]([C:14]2[CH:25]=[CH:24][C:17]([C:18]([NH:20][C:21]([NH2:23])=[NH:22])=[O:19])=[CH:16][C:15]=2[C:26]([F:28])([F:29])[F:27])[CH2:12][CH2:13]1)=[O:7] |f:3.4|. Reported procedure: 15.1 g of 4-[4-(2-pyrrolylcarbonyl)-1-piperazinyl]-3-trifluoromethylbenzoylguanidine is taken up in 151 mL of methanol and the resulting suspension is cooled to about 10° C. 16 mL of a saturated ethereal HCl solution are added to this suspension which is thus acidified to a pH of between 1 and 2. Stirring is continued, while cooling with ice, until crystallization is complete. The crystals are suction filtered, washed with cold methanol, and then with cold diethyl ether. Yield: 16.19 g; melting ... Reactants: CC(C)(C)OC(=O)C(C)(C)CCC1CCCC(O[Si](c2ccccc2)(c2ccccc2)C(C)(C)C)C1, CCCC[N+](CCCC)(CCCC)CCCC, [F-], C1CCOC1. The product is CC(C)(C)OC(=O)C(C)(C)CCC1CCCC(O)C1. As a reaction SMILES: [C:1]([Si:2]([c:3]1[cH:4][cH:5][cH:25][cH:26][cH:27]1)([O:6][CH:7]1[CH2:8][CH:9]([CH2:13][CH2:14][C:15]([C:16](=[O:17])[O:18][C:19]([CH3:20])([CH3:21])[CH3:22])([CH3:23])[CH3:24])[CH2:10][CH2:11][CH2:12]1)[c:28]1[cH:29][cH:30][cH:31][cH:32][cH:33]1)([CH3:34])([CH3:35])[CH3:36].[CH3:38][CH2:39][CH2:40][CH2:41][N+:42]([CH2:43][CH2:44][CH2:45][CH3:46])([CH2:47][CH2:48][CH2:49][CH3:50])[CH2:51][CH2:52][CH2:53][CH3:54].[F-:37].[O:55]1[CH2:56][CH2:57][CH2:58][CH2:59]1>>[OH:6][CH:7]1[CH2:8][CH:9]([CH2:13][CH2:14][C:15]([C:16](=[O:17])[O:18][C:19]([CH3:20])([CH3:21])[CH3:22])([CH3:23])[CH3:24])[CH2:10][CH2:11][CH2:12]1. Reactants: FC(S(=O)(=O)OC1=CC2=C(SC3=C2C2=C(S3)C=CC=C2)C=C1)(F)F (Benzo[b]benzo[4,5]thieno[3,2-d]thiophen-2-yl trifluoromethanesulfonate), CC1(OB(OC1(C)C)C1=CC(=CC=C1)C1=CC=2C3=CC=CC=C3C3=CC=CC=C3C2C=C1)C (4,4,5,5-tetramethyl-2-(3-(triphenylen-2-yl)phenyl)-1,3,2-dioxaborolane), [O-]P(=O)([O-])[O-].[K+].[K+].[K+] (K3PO4), C1(=CC=CC=C1)C (toluene). Reagents/catalysts: C=1C=CC(=CC1)/C=C/C(=O)/C=C/C2=CC=CC=C2.C=1C=CC(=CC1)/C=C/C(=O)/C=C/C2=CC=CC=C2.C=1C=CC(=CC1)/C=C/C(=O)/C=C/C2=CC=CC=C2.[Pd].[Pd] (Pd2(dba)3), C1(CCCCC1)P(C1=C(C=CC=C1)C1=C(C=CC=C1OC)OC)C1CCCCC1 (dicyclohexyl(2′,6′-dimethoxy-[1,1′-biphenyl]-2-yl)phosphine). Procedure: Benzo[b]benzo[4,5]thieno[3,2-d]thiophen-2-yl trifluoromethanesulfonate (1.5 g, 3.86 mmol), Pd2(dba)3 (0.071 g, 0.077 mmol), dicyclohexyl(2′,6′-dimethoxy-[1,1′-biphenyl]-2-yl)phosphine (0.127 g, 0.309 mmol), 4,4,5,5-tetramethyl-2-(3-(triphenylen-2-yl)phenyl)-1,3,2-dioxaborolane (1.82 g, 4.25 mmol), K3PO4 (2.46 g, 11.59 mmol), toluene (90 mL) and water (10 mL) were charged in a 250 mL flask. This mixture was bubbling with nitrogen for 30 minutes then heated up to reflux for overnight. After purifi... The yield is 81.2%. The product is C1=C(C=CC=2C3=CC=CC=C3C3=CC=CC=C3C12)C=1C=C(C=CC1)C1=CC2=C(SC3=C2C2=C(S3)C=CC=C2)C=C1 (2-(3-(triphenylen-2-yl)phenyl)benzo[b]benzo[4,5]thieno[3,2-d]thiophene). Reaction SMILES: FC(F)(F)S(O[C:7]1[CH:22]=[CH:21][C:10]2[S:11][C:12]3[S:16][C:15]4[CH:17]=[CH:18][CH:19]=[CH:20][C:14]=4[C:13]=3[C:9]=2[CH:8]=1)(=O)=O.CC1(C)C(C)(C)OB([C:33]2[CH:38]=[CH:37][CH:36]=[C:35]([C:39]3[CH:56]=[CH:55][C:54]4[C:53]5[C:48](=[CH:49][CH:50]=[CH:51][CH:52]=5)[C:47]5[C:42](=[CH:43][CH:44]=[CH:45][CH:46]=5)[C:41]=4[CH:40]=3)[CH:34]=2)O1.[O-]P([O-])([O-])=O.[K+].[K+].[K+].C1(C)C=CC=CC=1>C1C=CC(/C=C/C(/C=C/C2C=CC=CC=2)=O)=CC=1.C1C=CC(/C=C/C(/C=C/C2C=CC=CC=2)=O)=CC=1.C1C=CC(/C=C/C(/C=C/C2C=CC=CC=2)=O)=CC=1.[Pd].[Pd].C1(P(C2CCCCC2)C2C=CC=CC=2C2C(OC)=CC=CC=2OC)CCCCC1.O>[CH:40]1[C:41]2[C:42]3[C:47](=[CH:46][CH:45]=[CH:44][CH:43]=3)[C:48]3[C:53](=[CH:52][CH:51]=[CH:50][CH:49]=3)[C:54]=2[CH:55]=[CH:56][C:39]=1[C:35]1[CH:34]=[C:33]([C:7]2[CH:8]=[CH:9][C:10]3[S:11][C:12]4[S:16][C:15]5[CH:17]=[CH:18][CH:19]=[CH:20][C:14]=5[C:13]=4[C:21]=3[CH:22]=2)[CH:38]=[CH:37][CH:36]=1 |f:2.3.4.5,7.8.9.10.11|. Solvent: O (water). Reactants: O=C([O-])O, CCCO, Clc1c2c(nc3ccccc13)CCCC2, Cl, NOCc1ccccc1F, [Na+]. Yields the product Fc1ccccc1CONc1c2c(nc3ccccc13)CCCC2. Reaction SMILES: [C:27](=[O:28])([OH:29])[O-:30].[CH2:32]([OH:33])[CH2:34][CH3:35].[Cl:1][c:2]1[c:3]2[cH:4][cH:5][cH:6][cH:7][c:8]2[n:9][c:10]2[c:15]1[CH2:14][CH2:13][CH2:12][CH2:11]2.[ClH:16].[F:17][c:18]1[c:19]([CH2:20][O:21][NH2:22])[cH:23][cH:24][cH:25][cH:26]1.[Na+:31]>>[c:2]1([NH:22][O:21][CH2:20][c:19]2[c:18]([F:17])[cH:26][cH:25][cH:24][cH:23]2)[c:3]2[cH:4][cH:5][cH:6][cH:7][c:8]2[n:9][c:10]2[c:15]1[CH2:14][CH2:13][CH2:12][CH2:11]2. Starting materials: BrC1=CC(=C(C=C1)OC)[N+](=O)[O-] (4-bromo-1-methoxy-2-nitrobenzene), N1CCOCC1 (morpholine), CC1(C2=C(C(=CC=C2)P(C3=CC=CC=C3)C4=CC=CC=C4)OC5=C(C=CC=C51)P(C6=CC=CC=C6)C7=CC=CC=C7)C (xantphos), CC(C)([O-])C.[Na+] (sodium tert-butoxide). Reagents/catalysts: C=1C=CC(=CC1)/C=C/C(=O)/C=C/C2=CC=CC=C2.C=1C=CC(=CC1)/C=C/C(=O)/C=C/C2=CC=CC=C2.C=1C=CC(=CC1)/C=C/C(=O)/C=C/C2=CC=CC=C2.[Pd].[Pd] (tris(dibenzylideneacetone)dipalladium(0)). The solvent is O1CCOCC1 (1,4-dioxane). Reaction conditions: temperature 100 celsius, time 8 hour. The product is COC1=C(C=C(C=C1)N1CCOCC1)[N+](=O)[O-] (4-(4-methoxy-3-nitrophenyl)morpholine). RXN SMILES: Br[C:2]1[CH:7]=[CH:6][C:5]([O:8][CH3:9])=[C:4]([N+:10]([O-:12])=[O:11])[CH:3]=1.[NH:13]1[CH2:18][CH2:17][O:16][CH2:15][CH2:14]1.CC1(C)C2C(=C(P(C3C=CC=CC=3)C3C=CC=CC=3)C=CC=2)OC2C(P(C3C=CC=CC=3)C3C=CC=CC=3)=CC=CC1=2.CC(C)([O-])C.[Na+]>O1CCOCC1.C1C=CC(/C=C/C(/C=C/C2C=CC=CC=2)=O)=CC=1.C1C=CC(/C=C/C(/C=C/C2C=CC=CC=2)=O)=CC=1.C1C=CC(/C=C/C(/C=C/C2C=CC=CC=2)=O)=CC=1.[Pd].[Pd]>[CH3:9][O:8][C:5]1[CH:6]=[CH:7][C:2]([N:13]2[CH2:18][CH2:17][O:16][CH2:15][CH2:14]2)=[CH:3][C:4]=1[N+:10]([O-:12])=[O:11] |f:3.4,6.7.8.9.10|. Procedure: Into a 20 ml vial was charged 4-bromo-1-methoxy-2-nitrobenzene (0.3 g, 1.293 mmol), morpholine (0.338 ml, 3.88 mmol), tris(dibenzylideneacetone)dipalladium(0) (0.059 g, 0.065 mmol), xantphos (0.037 g, 0.065 mmol) and sodium tert-butoxide (0.311 g, 3.23 mmol) in 1,4-dioxane (12.93 ml). The reaction mixture was heated at 100° C. on a hot plate for 2 hours. The solution was allowed to cool and stir overnight at room temperature. The mixture was concentrated and the residue was loaded onto a silica ... Starting materials: BrBr (bromine), acid bromide, [Cl-].[Na+] (sodium chloride), C=C1CC(=O)O1 (diketene), NC1[C@@H]2N(C(=C(CS2)C=2SC(=NN2)NC(C)=O)C(=O)OC(C2=CC=CC=C2)C2=CC=CC=C2)C1=O (benzhydryl 7-amino-3-(5-acetylamino-1,3,4-thiadiazol-2-yl)-3-cephem-4-carboxylate). The solvent is ClCCl (dichloromethane), ClCCl (dichloromethane), ClCCl (dichloromethane), ClCCl (dichloromethane), N1=CC=CC=C1 (pyridine). Reaction conditions: temperature 0 celsius. The product is BrCC(CC(=O)NC1[C@@H]2N(C(=C(CS2)C=2SC(=NN2)NC(C)=O)C(=O)OC(C2=CC=CC=C2)C2=CC=CC=C2)C1=O)=O (benzhydryl 7-(4-bromo-3-oxobutyrylamino)-3-(5-acetylamino-1,3,4-thiadiazol-2-yl)-3-cephem-4-carboxylate). Yield: 58.0%. RXN SMILES: [CH2:1]=[C:2]1[O:6][C:4](=[O:5])[CH2:3]1.[Br:7]Br.[NH2:9][CH:10]1[C:42](=[O:43])[N:12]2[C:13]([C:26]([O:28][CH:29]([C:36]3[CH:41]=[CH:40][CH:39]=[CH:38][CH:37]=3)[C:30]3[CH:35]=[CH:34][CH:33]=[CH:32][CH:31]=3)=[O:27])=[C:14]([C:17]3[S:18][C:19]([NH:22][C:23](=[O:25])[CH3:24])=[N:20][N:21]=3)[CH2:15][S:16][C@H:11]12.[Cl-].[Na+]>ClCCl.N1C=CC=CC=1>[Br:7][CH2:6][C:2](=[O:1])[CH2:3][C:4]([NH:9][CH:10]1[C:42](=[O:43])[N:12]2[C:13]([C:26]([O:28][CH:29]([C:36]3[CH:37]=[CH:38][CH:39]=[CH:40][CH:41]=3)[C:30]3[CH:35]=[CH:34][CH:33]=[CH:32][CH:31]=3)=[O:27])=[C:14]([C:17]3[S:18][C:19]([NH:22][C:23](=[O:25])[CH3:24])=[N:20][N:21]=3)[CH2:15][S:16][C@H:11]12)=[O:5] |f:3.4|. Procedure: In 10.5 ml of dichloromethane there were dissolved 2.1 g of diketene and, under stirring, a solution of 4.00 g of bromine in 12.5 ml of dichloromethane was added dropwise at a temperature not exceeding -20° C. After the dropwise addition was completed, the mixture was maintained at 0° C. for 10 minutes. Separately, 0.5 g of benzhydryl 7-amino-3-(5-acetylamino-1,3,4-thiadiazol-2-yl)-3-cephem-4-carboxylate was suspended in 15 ml of dichloromethane and, under stirring, 1.37 ml of the above acid bro... Reactants: N#Cc1ccc(Br)cn1, CS(=O)[O-], CS(C)=O, [Na+], O. The product is CS(=O)(=O)c1ccc(C#N)nc1. Reaction SMILES: [Br:1][c:2]1[cH:3][cH:4][c:5]([C:8]#[N:9])[n:6][cH:7]1.[CH3:10][S:11](=[O:12])[O-:13].[CH3:15][S:16]([CH3:17])=[O:18].[Na+:14].[OH2:19]>>[c:2]1([S:11]([CH3:10])(=[O:12])=[O:13])[cH:3][cH:4][c:5]([C:8]#[N:9])[n:6][cH:7]1. The reactants are C(O)([O-])=O.[Na+] (sodium hydrogen carbonate), COC=1C=C2C(=CC=NC2=CC1OC)OC1=CC=C(C=C1)N (6,7-Dimethoxy-4-(4-aminophenoxy)quinoline), ClCCCNC1=CC=CC=C1 (3-Chloropropylaniline), ClC(Cl)(OC(OC(Cl)(Cl)Cl)=O)Cl (triphosgene). The solvent is C1(=CC=CC=C1)C (toluene), C(C)N(CC)CC (triethylamine). The product is ClCCCNC(=O)NC1=CC=C(C=C1)OC1=CC=NC2=CC(=C(C=C12)OC)OC (N-(3-Chloropropyl)-N'-{4-[(6,7-dimethoxy-4-quinolyl)oxy]phenyl}urea). Isolated yield 37.1%. Reaction SMILES: [CH3:1][O:2][C:3]1[CH:4]=[C:5]2[C:10](=[CH:11][C:12]=1[O:13][CH3:14])[N:9]=[CH:8][CH:7]=[C:6]2[O:15][C:16]1[CH:21]=[CH:20][C:19]([NH2:22])=[CH:18][CH:17]=1.ClC(Cl)([O:26]C(=O)OC(Cl)(Cl)Cl)Cl.[Cl:35][CH2:36][CH2:37][CH2:38][NH:39][C:40]1C=CC=CC=1.C(=O)([O-])O.[Na+]>C1(C)C=CC=CC=1.C(N(CC)CC)C>[Cl:35][CH2:36][CH2:37][CH2:38][NH:39][C:40]([NH:22][C:19]1[CH:18]=[CH:17][C:16]([O:15][C:6]2[C:5]3[C:10](=[CH:11][C:12]([O:13][CH3:14])=[C:3]([O:2][CH3:1])[CH:4]=3)[N:9]=[CH:8][CH:7]=2)=[CH:21][CH:20]=1)=[O:26] |f:3.4|. Procedure details: 6,7-Dimethoxy-4-(4-aminophenoxy)quinoline (50 mg) was dissolved in toluene (5 ml) with heat, after the addition of triethylamine (1 ml), triphosgene (55 mg) was added, and the admixture was refluxed with heat for 3 minutes. 3-Chloropropylaniline (66 mg) was added to the reaction mixture, and the admixture was refluxed with heat for 20 minutes. After the addition of aqueous sodium hydrogen carbonate, the reaction mixture was extracted 2 times with ethyl acetate, and the organic layer was then was...